Dataset: the Open Reaction Database (ORD), a public repository of structured organic reaction records. Task: describe an organic reaction: reactants, conditions, products, and yield Starting materials: [Br-], O=CCc1cc(Cl)c2cccnc2c1OCc1ccccc1, [Mg+]c1cccc(CN2CCCC2)c1, C1CCOC1. Product: OC(Cc1cc(Cl)c2cccnc2c1OCc1ccccc1)c1cccc(CN2CCCC2)c1. As a reaction SMILES: [Br-:23].[CH2:1]([c:2]1[cH:3][cH:4][cH:5][cH:6][cH:7]1)[O:8][c:9]1[c:10]([CH2:20][CH:21]=[O:22])[cH:11][c:12]([Cl:19])[c:13]2[cH:14][cH:15][cH:16][n:17][c:18]12.[N:24]1([CH2:29][c:30]2[cH:31][c:32]([Mg+:36])[cH:33][cH:34][cH:35]2)[CH2:25][CH2:26][CH2:27][CH2:28]1.[O:37]1[CH2:38][CH2:39][CH2:40][CH2:41]1>>[CH2:1]([c:2]1[cH:3][cH:4][cH:5][cH:6][cH:7]1)[O:8][c:9]1[c:10]([CH2:20][CH:21]([OH:22])[c:32]2[cH:31][c:30]([CH2:29][N:24]3[CH2:25][CH2:26][CH2:27][CH2:28]3)[cH:35][cH:34][cH:33]2)[cH:11][c:12]([Cl:19])[c:13]2[cH:14][cH:15][cH:16][n:17][c:18]12. The reactants are NC1=C2C(=NC=N1)N(N=C2I)CC=2N(C(C=1C(=CC=NC1C2)C)=O)C2=C(C=CC=C2)C (7-((4-amino-3-iodo-1H-pyrazolo[3,4-d]pyrimidin-1-yl)methyl)-4-methyl-6-o-tolyl-1,6-naphthyridin-5(6H)-one), OC=1C=C(C=CC1)B(O)O (3-hydroxyphenylboronic acid), C1=CC=C(C=C1)P(C2=CC=CC=C2)C3=CC=CC=C3 (PPh3), C(=O)([O-])[O-].[Na+].[Na+] (Na2CO3). Reagents/catalysts: CC(=O)[O-].CC(=O)[O-].[Pd+2] (Pd(OAc)2). Run in CN(C)C=O.C(C)O.O (DMF EtOH—H2O). Run at temperature 80 celsius, time 1 hour. Product: NC1=C2C(=NC=N1)N(N=C2C2=CC(=CC=C2)O)CC=2N(C(C=1C(=CC=NC1C2)C)=O)C2=C(C=CC=C2)C (7-((4-amino-3-(3-hydroxyphenyl)-1H-pyrazolo[3,4-d]pyrimidin-1-yl)methyl)-4-methyl-6-o-tolyl-1,6-naphthyridin-5(6H)-one). The yield is 69.5%. RXN SMILES: [NH2:1][C:2]1[N:7]=[CH:6][N:5]=[C:4]2[N:8]([CH2:12][C:13]3[N:14]([C:25]4[CH:30]=[CH:29][CH:28]=[CH:27][C:26]=4[CH3:31])[C:15](=[O:24])[C:16]4[C:17]([CH3:23])=[CH:18][CH:19]=[N:20][C:21]=4[CH:22]=3)[N:9]=[C:10](I)[C:3]=12.[OH:32][C:33]1[CH:34]=[C:35](B(O)O)[CH:36]=[CH:37][CH:38]=1.C1C=CC(P(C2C=CC=CC=2)C2C=CC=CC=2)=CC=1.C([O-])([O-])=O.[Na+].[Na+]>CN(C=O)C.C(O)C.O.CC([O-])=O.CC([O-])=O.[Pd+2]>[NH2:1][C:2]1[N:7]=[CH:6][N:5]=[C:4]2[N:8]([CH2:12][C:13]3[N:14]([C:25]4[CH:30]=[CH:29][CH:28]=[CH:27][C:26]=4[CH3:31])[C:15](=[O:24])[C:16]4[C:17]([CH3:23])=[CH:18][CH:19]=[N:20][C:21]=4[CH:22]=3)[N:9]=[C:10]([C:37]3[CH:36]=[CH:35][CH:34]=[C:33]([OH:32])[CH:38]=3)[C:3]=12 |f:3.4.5,6.7.8,9.10.11|. Procedure details: To a stirred mixture of 7-((4-amino-3-iodo-1H-pyrazolo[3,4-d]pyrimidin-1-yl)methyl)-4-methyl-6-o-tolyl-1,6-naphthyridin-5(6H)-one (2114) (1.05 g, 2.0 mmol) and 3-hydroxyphenylboronic acid (0.33 g, 2.4 mmol) in DMF-EtOH—H2O (3:1:1, 50 mL), Pd(OAc)2 (0.14 g, 0.60 mmol), PPh3 (0.31 g, 1.2 mmol) and Na2CO3 (1.06 g, 10.0 mmol) were added sequentially. The resulting mixture was degassed and back-filled with argon three times and then stirred at 80° C. for 1 h. The mixture was allowed to cool to RT, fi... Starting materials: ClC1=NC=CC(=C1)C1=NC(=CC(=N1)C1=CC(=C(C=C1)Cl)C)C(F)(F)F (2-(2-chloro-pyridin-4-yl)-4-(4-chloro-3-methyl-phenyl)-6-trifluoromethyl-pyrimidine), C(C)(C)(C)NS(=O)(=O)C=1C=C(C=CC1)B(O)O (3-(tert.-butylsulfamoyl)-phenylboronic acid). Product: C(C)(C)(C)NS(=O)(=O)C1=CC(=CC=C1)C1=NC=CC(=C1)C1=NC(=CC(=N1)C1=CC(=C(C=C1)Cl)C)C(F)(F)F (3-{4-[4-(4-Chloro-3-methyl-phenyl)-6-trifluoromethyl-pyrimidin-2-yl]-pyridin-2-yl}-benzenesulfonic acid tert-butylamide), solid. As a reaction SMILES: Cl[C:2]1[CH:7]=[C:6]([C:8]2[N:13]=[C:12]([C:14]3[CH:19]=[CH:18][C:17]([Cl:20])=[C:16]([CH3:21])[CH:15]=3)[CH:11]=[C:10]([C:22]([F:25])([F:24])[F:23])[N:9]=2)[CH:5]=[CH:4][N:3]=1.[C:26]([NH:30][S:31]([C:34]1[CH:35]=[C:36](B(O)O)[CH:37]=[CH:38][CH:39]=1)(=[O:33])=[O:32])([CH3:29])([CH3:28])[CH3:27]>>[C:26]([NH:30][S:31]([C:34]1[CH:35]=[CH:36][CH:37]=[C:38]([C:2]2[CH:7]=[C:6]([C:8]3[N:13]=[C:12]([C:14]4[CH:19]=[CH:18][C:17]([Cl:20])=[C:16]([CH3:21])[CH:15]=4)[CH:11]=[C:10]([C:22]([F:24])([F:23])[F:25])[N:9]=3)[CH:5]=[CH:4][N:3]=2)[CH:39]=1)(=[O:33])=[O:32])([CH3:29])([CH3:27])[CH3:28]. Procedure details: 3-{4-[4-(4-Chloro-3-methyl-phenyl)-6-trifluoromethyl-pyrimidin-2-yl]-pyridin-2-yl}-benzenesulfonic acid tert-butylamide was prepared from 2-(2-chloro-pyridin-4-yl)-4-(4-chloro-3-methyl-phenyl)-6-trifluoromethyl-pyrimidine (example E.43) (0.14 g, 0.36 mmol) and commercially available 3-(tert.-butylsulfamoyl)-phenylboronic acid (0.11 g, 0.43 mmol) according to the general procedure VI. Obtained as light brown solid (0.17 g), which was subsequently deprotected. Starting materials: COC(=O)C=Cc1cnccc1NC(=O)OC(C)(C)C, O=C([O-])O, [Na+], O=C(O)C(F)(F)F. Yields the product COC(=O)C=Cc1cnccc1N. RXN SMILES: [C:1]([O:2][C:3](=[O:4])[NH:8][c:9]1[c:10]([CH:15]=[CH:16][C:17](=[O:18])[O:19][CH3:20])[cH:11][n:12][cH:13][cH:14]1)([CH3:5])([CH3:6])[CH3:7].[C:21](=[O:22])([OH:23])[O-:24].[Na+:25].[OH:26][C:27]([C:28]([F:29])([F:30])[F:31])=[O:32]>>[NH2:8][c:9]1[c:10]([CH:15]=[CH:16][C:17](=[O:18])[O:19][CH3:20])[cH:11][n:12][cH:13][cH:14]1. The reactants are C[Mg]Br (methylmagnesium bromide), C(CC(=O)OCC)(=O)OCC (diethyl malonate), C(O)([O-])=O.[Na+] (sodium hydrogen carbonate), C(C)(C)(C)C=1N=C(SC1)C=1OC2=C(C1)C=C(C=C2)CCl (4-tert-butyl-2-(5-chloromethylbenzofuran-2-yl)thiazole). Solvent: O1CCCC1 (tetrahydrofuran). Run at time 2 hour. The product is C(C)(C)(C)C=1N=C(SC1)C=1OC2=C(C1)C=C(C=C2)CC(C(=O)OCC)C(=O)OCC (4-tert-butyl-2-[5-(2,2-diethoxycarbonylethyl)benzofuran-2-yl]thiazole). Isolated yield 118.0%. As a reaction SMILES: C[Mg]Br.[C:4]([O:12][CH2:13][CH3:14])(=[O:11])[CH2:5][C:6]([O:8][CH2:9][CH3:10])=[O:7].[C:15]([C:19]1[N:20]=[C:21]([C:24]2[O:25][C:26]3[CH:32]=[CH:31][C:30]([CH2:33]Cl)=[CH:29][C:27]=3[CH:28]=2)[S:22][CH:23]=1)([CH3:18])([CH3:17])[CH3:16].C(=O)([O-])O.[Na+]>O1CCCC1>[C:15]([C:19]1[N:20]=[C:21]([C:24]2[O:25][C:26]3[CH:32]=[CH:31][C:30]([CH2:33][CH:5]([C:6]([O:8][CH2:9][CH3:10])=[O:7])[C:4]([O:12][CH2:13][CH3:14])=[O:11])=[CH:29][C:27]=3[CH:28]=2)[S:22][CH:23]=1)([CH3:18])([CH3:17])[CH3:16] |f:3.4|. Reported procedure: A solution of methylmagnesium bromide in tetrahydrofuran (1N, 15 ml) was added to diethyl malonate (7.33 g) at 0° C. for 10 minutes. The mixture was stirred for 2 hours at ambient temperature. To the mixture, 4-tert-butyl-2-(5-chloromethylbenzofuran-2-yl)thiazole (3.50 g) was added and stirred for 23 hours at 45° C. The resulting mixture was concentrated under reduced pressure and added to the solution of 4N hydrogen chloride in ethyl acetate. The resulting precipitates were collected by filtrat... The reactants are O=C([O-])[O-], CCc1nccn1CC(=O)c1cccc(-c2cc(CC(C)C)sc2S(=O)(=O)NC(C)(C)C)c1, COc1ccccc1, CCCCOC(=O)Cl, ClCCl, O=C(O)C(F)(F)F, [Na+], [Na+], O. Product: CCCCOC(=O)NS(=O)(=O)c1sc(CC(C)C)cc1-c1cccc(C(=O)Cn2ccnc2CC)c1. RXN SMILES: [C:42](=[O:43])([O-:44])[O-:45].[CH2:1]([CH3:2])[c:3]1[n:4]([CH2:8][C:9](=[O:10])[c:11]2[cH:12][c:13](-[c:17]3[c:18]([S:26](=[O:27])(=[O:28])[NH:29][C:30]([CH3:31])([CH3:32])[CH3:33])[s:19][c:20]([CH2:22][CH:23]([CH3:24])[CH3:25])[cH:21]3)[cH:14][cH:15][cH:16]2)[cH:5][cH:6][n:7]1.[CH3:34][O:35][c:36]1[cH:37][cH:38][cH:39][cH:40][cH:41]1.[Cl:48][C:49](=[O:50])[O:51][CH2:52][CH2:53][CH2:54][CH3:55].[Cl:63][CH2:64][Cl:65].[F:56][C:57]([F:58])([F:59])[C:60]([OH:61])=[O:62].[Na+:46].[Na+:47].[OH2:66]>>[CH2:1]([CH3:2])[c:3]1[n:4]([CH2:8][C:9](=[O:10])[c:11]2[cH:12][c:13](-[c:17]3[c:18]([S:26](=[O:27])(=[O:28])[NH:29][C:49](=[O:50])[O:51][CH2:52][CH2:53][CH2:54][CH3:55])[s:19][c:20]([CH2:22][CH:23]([CH3:24])[CH3:25])[cH:21]3)[cH:14][cH:15][cH:16]2)[cH:5][cH:6][n:7]1. Reactants: [Na+].ClC1=CC(=C(C=C1F)NCC(=O)[O-])[N+](=O)[O-] (N-(4′-chloro-5′-fluoro-2′-nitrophenyl)glycine sodium salt), [Na+].ClC1=C(C=C(C(=C1)[N+](=O)[O-])F)NCC(=O)[O-] (N-(2′-chloro-5′-fluoro-4′-nitrophenyl)glycine sodium salt), O.O.[Sn](Cl)Cl (tin (II) chloride dihydrate). The solvent is C(C)O (ethanol). Yields the product ClC1=C(C=C2NCC(NC2=C1)=O)F (7-Chloro-3,4-dihydro-6-fluoroquinoxaline-2(1H)-one). Reaction SMILES: [Na+].[Cl:2][C:3]1[C:8]([F:9])=[CH:7][C:6]([NH:10][CH2:11][C:12]([O-])=[O:13])=[C:5]([N+:15]([O-])=O)[CH:4]=1.[Na+].ClC1C=C([N+]([O-])=O)C(F)=CC=1NCC([O-])=O.O.O.[Sn](Cl)Cl>C(O)C>[Cl:2][C:3]1[CH:4]=[C:5]2[C:6]([NH:10][CH2:11][C:12](=[O:13])[NH:15]2)=[CH:7][C:8]=1[F:9] |f:0.1,2.3,4.5.6|. Procedure details: A solution of a mixture of N-(4′-chloro-5′-fluoro-2′-nitrophenyl)glycine sodium salt and N-(2′-chloro-5′-fluoro-4′-nitrophenyl)glycine sodium salt (0.175 g, 0.704 mmol, as prepared above) and tin (II) chloride dihydrate (0.475 g, 2.11 mmol, Aldrich, used as received) in ethanol (3.5 mL) was refluxed for 30 min. It was then cooled to room temperature and the solvent was removed under vacuum. The residue was diluted with water (10 mL) and basified with saturated NaHCO3 (3.0 mL) to pH ˜8. The resul... The reactants are N1=CC=C(C=C1)C(CC(C)=O)=O (1-(4-pyridyl)-1,3-butanedione), NC1=NNC(=C1C#N)N1CCN(CC1)CC1=CC=CC=C1 (3-Amino-5-(4-phenylmethyl-1-piperazinyl)-4-pyrazolecarbonitrile). Run in C(C)(=O)O (acetic acid). The product is CC1=NC=2N(C(=C1)C1=CC=NC=C1)N=C(C2C#N)N2CCN(CC2)CC2=CC=CC=C2 (5-Methyl-2-[4-(phenylmethyl)-1-piperazinyl]-7-(4-pyridinyl)pyrazolo[1,5-a]pyrimidine-3-carbonitrile). As a reaction SMILES: [N:1]1[CH:6]=[CH:5][C:4]([C:7](=O)[CH2:8][C:9](=O)[CH3:10])=[CH:3][CH:2]=1.[NH2:13][C:14]1[C:18]([C:19]#[N:20])=[C:17]([N:21]2[CH2:26][CH2:25][N:24]([CH2:27][C:28]3[CH:33]=[CH:32][CH:31]=[CH:30][CH:29]=3)[CH2:23][CH2:22]2)[NH:16][N:15]=1>C(O)(=O)C>[CH3:10][C:9]1[CH:8]=[C:7]([C:4]2[CH:5]=[CH:6][N:1]=[CH:2][CH:3]=2)[N:15]2[N:16]=[C:17]([N:21]3[CH2:26][CH2:25][N:24]([CH2:27][C:28]4[CH:33]=[CH:32][CH:31]=[CH:30][CH:29]=4)[CH2:23][CH2:22]3)[C:18]([C:19]#[N:20])=[C:14]2[N:13]=1. Procedure details: A mixture of 4.8 g (0.03 moles) of 1-(4-pyridyl)-1,3-butanedione [J. Chem. Soc. (1950) p 1680], 8.4 g (0.03 moles) of 3-amino-5-(4-phenylmethyl-1-piperazinyl)-4-pyrazolecarbonitrile (prepared as described in Example 1) and 100 ml of glacial acetic acid was stirred at reflux for 18 hours. Starting materials: BrC=1C=CC(=C(C1)NC(=O)C=1N=CNC1C(=O)NC1=NC2=C(N1)C(=CC=C2)OC2CCNCC2)C (N4-(5-Bromo-2-methylphenyl)-N5-(7-(piperidin-4-yloxy)-1H-benzo[d]imidazol-2-yl)-1H-imidazole-4,5-dicarboxamide), C(C)#N (acetonitrile), C=O (Formaldehyde), C(#N)[BH3-].[Na+] (sodium cyanoborohydride). Solvent: C(C)(=O)O (acetic acid). Reaction conditions: temperature 25 celsius, time 2 hour. The product is BrC=1C=CC(=C(C1)NC(=O)C=1N=CNC1C(=O)NC1=NC2=C(N1)C(=CC=C2)OC2CCN(CC2)C)C (N4-(5-bromo-2-methylphenyl)-N5-{7-[(1-methylpiperidin-4-yl)oxy]-1H-benzimidazol-2-yl}-1H-imidazole-4,5-dicarboxamide). As a reaction SMILES: [Br:1][C:2]1[CH:3]=[CH:4][C:5]([CH3:35])=[C:6]([NH:8][C:9]([C:11]2[N:12]=[CH:13][NH:14][C:15]=2[C:16]([NH:18][C:19]2[NH:23][C:22]3[C:24]([O:28][CH:29]4[CH2:34][CH2:33][NH:32][CH2:31][CH2:30]4)=[CH:25][CH:26]=[CH:27][C:21]=3[N:20]=2)=[O:17])=[O:10])[CH:7]=1.[C:36](#N)C.C=O.C([BH3-])#N.[Na+]>C(O)(=O)C>[Br:1][C:2]1[CH:3]=[CH:4][C:5]([CH3:35])=[C:6]([NH:8][C:9]([C:11]2[N:12]=[CH:13][NH:14][C:15]=2[C:16]([NH:18][C:19]2[NH:23][C:22]3[C:24]([O:28][CH:29]4[CH2:34][CH2:33][N:32]([CH3:36])[CH2:31][CH2:30]4)=[CH:25][CH:26]=[CH:27][C:21]=3[N:20]=2)=[O:17])=[O:10])[CH:7]=1 |f:3.4|. Reported procedure: N4-(5-Bromo-2-methylphenyl)-N5-(7-(piperidin-4-yloxy)-1H-benzo[d]imidazol-2-yl)-1H-imidazole-4,5-dicarboxamide (0.1 mmol) was weighted out into a round bottomed flask and acetonitrile (5 mL) was added and the resulting solution was stirred at 25° C. Formaldehyde (1.0 mmol) and sodium cyanoborohydride (0.32 mmol) was added. The reaction mixture was kept neutral by the addition of acetic acid. After 2 hours, the reaction mixture was concentrated under reduced pressure. The crude product was purifi... As a reaction SMILES: [C:1]([CH3:2])([CH3:3])([CH3:4])[n:5]1[n:6][cH:7][c:8]([C:11](=[O:12])[OH:13])[c:9]1[Cl:10].[CH:14]([N:15]([CH2:16][CH3:17])[CH:18]([CH3:19])[CH3:20])([CH3:21])[CH3:22].[Cl:36][CH2:37][Cl:38].[ClH:23].[NH2:24][CH:25]1[CH:26]2[CH2:27][CH:28]3[CH2:29][CH:30]([CH2:31][CH:32]1[CH2:33]3)[CH2:34]2.[O:39]=[CH:40][N:41]([CH3:42])[CH3:43].[OH2:35]>>[C:1]([CH3:2])([CH3:3])([CH3:4])[n:5]1[n:6][cH:7][c:8]([C:11](=[O:13])[NH:24][CH:25]2[CH:26]3[CH2:27][CH:28]4[CH2:29][CH:30]([CH2:31][CH:32]2[CH2:33]4)[CH2:34]3)[c:9]1[Cl:10]. Yields the product CC(C)(C)n1ncc(C(=O)NC2C3CC4CC(C3)CC2C4)c1Cl. The reactants are CC(C)(C)n1ncc(C(=O)O)c1Cl, CCN(C(C)C)C(C)C, ClCCl, Cl, NC1C2CC3CC(C2)CC1C3, CN(C)C=O, O.